This data is from the Open Reaction Database (ORD), a public repository of structured organic reaction records. The task is: describe an organic reaction: reactants, conditions, products, and yield Starting materials: CC(C)(C)CC1C=C(C(=O)O)C1, C1CCOC1, [Rh]. Yields the product CC(C)(C)CC1CC(C(=O)O)C1. As a reaction SMILES: [CH3:1][C:2]([CH2:3][CH:4]1[CH:5]=[C:6]([C:8](=[O:9])[OH:10])[CH2:7]1)([CH3:11])[CH3:12].[O:14]1[CH2:15][CH2:16][CH2:17][CH2:18]1.[Rh:13]>>[CH3:1][C:2]([CH2:3][CH:4]1[CH2:5][CH:6]([C:8](=[O:9])[OH:10])[CH2:7]1)([CH3:11])[CH3:12]. Reactants: C(C)OC(=O)[C@@H]1[C@H](N1)C(=O)N[C@@H](CC1=CC=CC=C1)C(=O)O (N-[(2S,3S)-3-ethoxycarbonylaziridine-2-carbonyl]-L-phenylalanine), C1(CCCCC1)CN (cyclohexanemethylamine). Procedure details: In substantially the same manner as Working Example 26, Compound 26b (1.22 g) was condensed with cyclohexanemethylamine (0.50 g, manufactured by Wako Pure Chemical Industries, Ltd.) to give the above-titled compound. (Compound 87; 0.85 g) as white crystals (yield 53%). The product is C(C)OC(=O)[C@@H]1[C@H](N1)C(=O)N[C@@H](CC1=CC=CC=C1)C(=O)NCC1CCCCC1 (N-[N-[(2S,3S)-3-ethoxycarbonylaziridine-2-carbonyl]-L-phenylalanyl]cyclohexanemethylamine). RXN SMILES: [CH2:1]([O:3][C:4]([C@H:6]1[NH:8][C@@H:7]1[C:9]([NH:11][C@H:12]([C:20]([OH:22])=O)[CH2:13][C:14]1[CH:19]=[CH:18][CH:17]=[CH:16][CH:15]=1)=[O:10])=[O:5])[CH3:2].[CH:23]1([CH2:29][NH2:30])[CH2:28][CH2:27][CH2:26][CH2:25][CH2:24]1>>[CH2:1]([O:3][C:4]([C@H:6]1[NH:8][C@@H:7]1[C:9]([NH:11][C@H:12]([C:20]([NH:30][CH2:29][CH:23]1[CH2:28][CH2:27][CH2:26][CH2:25][CH2:24]1)=[O:22])[CH2:13][C:14]1[CH:15]=[CH:16][CH:17]=[CH:18][CH:19]=1)=[O:10])=[O:5])[CH3:2]. Reactants: C=CCOCc1c(OC)cccc1C(=O)O, CCOC(C)=O, C(=NC1CCCCC1)=NC1CCCCC1, Oc1c(F)c(F)c(F)c(F)c1F. The product is C=CCOCc1c(OC)cccc1C(=O)Oc1c(F)c(F)c(F)c(F)c1F. Reaction SMILES: [CH2:1]([CH:2]=[CH2:3])[O:4][CH2:5][c:6]1[c:7]([C:8](=[O:9])[OH:10])[cH:11][cH:12][cH:13][c:14]1[O:15][CH3:16].[CH3:44][CH2:45][O:46][C:47](=[O:48])[CH3:49].[CH:29]1([N:30]=[C:31]=[N:32][CH:33]2[CH2:34][CH2:35][CH2:36][CH2:37][CH2:38]2)[CH2:39][CH2:40][CH2:41][CH2:42][CH2:43]1.[F:17][c:18]1[c:19]([F:28])[c:20]([F:27])[c:21]([F:26])[c:22]([F:25])[c:23]1[OH:24]>>[CH2:1]([CH:2]=[CH2:3])[O:4][CH2:5][c:6]1[c:7]([C:8](=[O:9])[O:10][c:23]2[c:18]([F:17])[c:19]([F:28])[c:20]([F:27])[c:21]([F:26])[c:22]2[F:25])[cH:11][cH:12][cH:13][c:14]1[O:15][CH3:16]. Starting materials: ClCCl, COc1ccc(C=O)c(OC)c1OC, O=C(OO)c1cccc(Cl)c1. Product: COc1ccc(O)c(OC)c1OC. As a reaction SMILES: [CH2:26]([Cl:27])[Cl:28].[CH3:1][O:2][c:3]1[c:4]([CH:5]=[O:6])[cH:7][cH:8][c:9]([O:13][CH3:14])[c:10]1[O:11][CH3:12].[Cl:15][c:16]1[cH:17][cH:18][cH:19][c:20]([C:21]([O:22][OH:24])=[O:23])[cH:25]1>>[CH3:1][O:2][c:3]1[c:4]([OH:23])[cH:7][cH:8][c:9]([O:13][CH3:14])[c:10]1[O:11][CH3:12]. Starting materials: O=C([O-])[O-], COC(=O)Cc1cccc(O)c1, CCOC(C)=O, Cc1oc(-c2ccccc2)nc1CCl, [K+], [K+], CN(C)C=O. The product is COC(=O)Cc1cccc(OCc2nc(-c3ccccc3)oc2C)c1. RXN SMILES: [C:13](=[O:14])([O-:15])[O-:16].[CH3:1][O:2][C:3]([CH2:4][c:5]1[cH:6][c:7]([OH:11])[cH:8][cH:9][cH:10]1)=[O:12].[CH3:38][CH2:39][O:40][C:41](=[O:42])[CH3:43].[Cl:19][CH2:20][c:21]1[n:22][c:23](-[c:27]2[cH:28][cH:29][cH:30][cH:31][cH:32]2)[o:24][c:25]1[CH3:26].[K+:17].[K+:18].[O:33]=[CH:34][N:35]([CH3:36])[CH3:37]>>[CH3:1][O:2][C:3]([CH2:4][c:5]1[cH:6][c:7]([O:11][CH2:20][c:21]2[n:22][c:23](-[c:27]3[cH:28][cH:29][cH:30][cH:31][cH:32]3)[o:24][c:25]2[CH3:26])[cH:8][cH:9][cH:10]1)=[O:12]. The reactants are C(C)(C)(C)OC(=O)N[C@@H](C(=O)O)C ((R)-2-tert-Butoxycarbonylamino-propionic acid), CN(CCCN=C=NCC)C (1-(3-(dimethylamino)-propyl)-3-ethylcarbodiimide), OC1=CC=CC=2NN=NC21 (hydroxybenzotriazole), Cl.F[C@H]1CNCC1 ((R)-3-Fluoropyrrolidine hydrochloride), C(C)(C)N(C(C)C)CC (N,N-diisopropylethylamine). Run in CN(C)C=O (DMF), C(C)(=O)OCC (Ethyl acetate). Conditions: time 16 hour. Yields the product C(C)(C)(C)OC(N[C@@H](C(=O)N1C[C@@H](CC1)F)C)=O ([(R)-2-((R)-3-fluoro-pyrrolidin-1-yl)-1-methyl-2-oxo-ethyl]-carbamic acid tert-butyl ester). Isolated yield 94.2%. Reaction SMILES: [C:1]([O:5][C:6]([NH:8][C@H:9]([CH3:13])[C:10]([OH:12])=O)=[O:7])([CH3:4])([CH3:3])[CH3:2].CN(C)CCCN=C=NCC.OC1C2N=NNC=2C=CC=1.Cl.[F:36][C@@H:37]1[CH2:41][CH2:40][NH:39][CH2:38]1.C(N(CC)C(C)C)(C)C>CN(C=O)C.C(OCC)(=O)C>[C:1]([O:5][C:6](=[O:7])[NH:8][C@H:9]([CH3:13])[C:10]([N:39]1[CH2:40][CH2:41][C@@H:37]([F:36])[CH2:38]1)=[O:12])([CH3:2])([CH3:3])[CH3:4] |f:3.4|. Procedure: (R)-2-tert-Butoxycarbonylamino-propionic acid (1.0 g, 5.3 mmol), 1-(3-(dimethylamino)-propyl)-3-ethylcarbodiimide (2.33 g, 12.2 mmol) and hydroxybenzotriazole (1.64 g, 12.2 mmol) were dissolved in DMF (50 ml). (R)-3-Fluoropyrrolidine hydrochloride (1.66 g, 13.2 mmol) and N,N-diisopropylethylamine (2.95 ml, 16.9 mmol) were added and the mixture was stirred at room temperature for 16 h. Ethyl acetate was added and the solution was washed with 10% citric acid solution three times. The organic layer...